This data is from the Open Reaction Database (ORD), a public repository of structured organic reaction records. The task is: describe an organic reaction: reactants, conditions, products, and yield Reaction SMILES: [Br:1][CH:2](C(OCC)=O)[C:3](OCC)=O.[CH3:13][C:14](=[O:17])[CH2:15][CH3:16].[C:18](=[O:21])([O-])[O-:19].[K+].[K+].[CH3:24][CH2:25]O>>[Br:1][C:2]1[CH:16]=[CH:15][C:14]2[O:17][C:25]([C:18]([OH:19])=[O:21])=[CH:24][C:13]=2[CH:3]=1 |f:2.3.4|. Reactants: CCO (EtOH), BrC(C(=O)OCC)C(=O)OCC (diethyl bromomalonate), CC(CC)=O (butanone), C([O-])([O-])=O.[K+].[K+] (Potassium carbonate). Product: BrC=1C=CC2=C(C=C(O2)C(=O)O)C1 (5-Bromo-1-benzofuran-2-carboxylic Acid). Procedure: To a solution of 5-bromosalicyaldehyde (20 g, 98.5 mmol) and diethyl bromomalonate (95%, 37 g, 148 mmol) in butanone (200 mL) potassium carbonate (27.5 g, 197 mmol) was added. The mixture was refluxed for 4 h and allowed to attain room temperature Potassium carbonate was filtered off and the solvent was removed in vacuo. The residue was participated between CH2Cl2 and 1M aqueous H2SO4. The organic layer was dried and concentrated to give an oil. The oil was treated with 10% KOA/EtOH (125 mL) and... Reaction conditions: temperature 90 celsius.